Dataset: the Open Reaction Database (ORD), a public repository of structured organic reaction records. Task: describe an organic reaction: reactants, conditions, products, and yield Reactants: ClC1=C(C(=NC=N1)NC1=CC=C(C=C1)Cl)N (6-Chloro-N4-(4-chlorophenyl)-pyrimidine-4,5-diamine), ClC1=CC(=C(C(=O)Cl)C=C1)F (4-chloro-2-fluorobenzoyl chloride). Run in N1=CC=CC=C1 (pyridine), C(C)O (ethanol). Product: ClC1=CC(=C(C(=O)NC=2C(=NC=NC2NC2=CC=C(C=C2)Cl)Cl)C=C1)F (4-Chloro-N-[4-chloro-6-(4-chlorophenylamino)-pyrimidin-5-yl]-2-fluorobenzamide). Reaction SMILES: [Cl:1][C:2]1[N:7]=[CH:6][N:5]=[C:4]([NH:8][C:9]2[CH:14]=[CH:13][C:12]([Cl:15])=[CH:11][CH:10]=2)[C:3]=1[NH2:16].[Cl:17][C:18]1[CH:26]=[CH:25][C:21]([C:22](Cl)=[O:23])=[C:20]([F:27])[CH:19]=1>N1C=CC=CC=1.C(O)C>[Cl:17][C:18]1[CH:26]=[CH:25][C:21]([C:22]([NH:16][C:3]2[C:2]([Cl:1])=[N:7][CH:6]=[N:5][C:4]=2[NH:8][C:9]2[CH:10]=[CH:11][C:12]([Cl:15])=[CH:13][CH:14]=2)=[O:23])=[C:20]([F:27])[CH:19]=1. Procedure details: 6-Chloro-N4-(4-chlorophenyl)-pyrimidine-4,5-diamine I-(1A-1)a (6.6 g, 26 mmol) in pyridine (30 ml) was cooled to 0° C. and to it was added 4-chloro-2-fluorobenzoyl chloride (5 g, 26 mmol). The reaction was then allowed to warm to ambient temperature overnight. The heterogeneous reaction was diluted with ethanol (50 ml) and the resulting solid collected by filtration. The solids were slurried in toluene, which was then removed under reduced pressure to remove residual ethanol. The solid was slurr... Reactants: Pd on-carbon, N([C@@H](CCCNC(N)=N)C(=O)N1[C@H](C(=O)N[C@@H](CC2=CC=CC=C2)C(=O)N[C@@H](CC2=CNC=N2)C(=O)OC)CCC1)C(=O)OCC1=CC=CC=C1 (Z-Arg-Pro-Phe-His-OMe), C(=O)=O (CO2). Solvent: CO (methanol). Product: N[C@@H](CCCNC(N)=N)C(=O)N1[C@H](C(=O)N[C@@H](CC2=CC=CC=C2)C(=O)N[C@@H](CC2=CNC=N2)C(=O)OC)CCC1 (H-Arg-Pro-Phe-His-OMe). Reaction SMILES: [NH:1](C(OCC1C=CC=CC=1)=O)[C@H:2]([C:10]([N:12]1[CH2:41][CH2:40][CH2:39][C@H:13]1[C:14]([NH:16][C@H:17]([C:25]([NH:27][C@H:28]([C:35]([O:37][CH3:38])=[O:36])[CH2:29][C:30]1[N:34]=[CH:33][NH:32][CH:31]=1)=[O:26])[CH2:18][C:19]1[CH:24]=[CH:23][CH:22]=[CH:21][CH:20]=1)=[O:15])=[O:11])[CH2:3][CH2:4][CH2:5][NH:6][C:7](=[NH:9])[NH2:8].C(=O)=O>CO>[NH2:1][C@H:2]([C:10]([N:12]1[CH2:41][CH2:40][CH2:39][C@H:13]1[C:14]([NH:16][C@H:17]([C:25]([NH:27][C@H:28]([C:35]([O:37][CH3:38])=[O:36])[CH2:29][C:30]1[N:34]=[CH:33][NH:32][CH:31]=1)=[O:26])[CH2:18][C:19]1[CH:24]=[CH:23][CH:22]=[CH:21][CH:20]=1)=[O:15])=[O:11])[CH2:3][CH2:4][CH2:5][NH:6][C:7](=[NH:8])[NH2:9]. Procedure: 2.5 g of Z-Arg-Pro-Phe-His-OMe are dissolved in 25 ml of 95% strength methanol and, after the addition of 250 mg of Pd-on-carbon, hydrogenated with CO2 -absorption until saturation. The catalyst is filtered off and the filtrate is concentrated to dryness, yielding H-Arg-Pro-Phe-His-OMe in the form of an amorphous powder; Rf (E)=0.05; Rf (C)=0.3. Product: COc1cccc(CN2CCC(c3cccc(NC(=O)C(C)C)c3)CC2)c1. Reaction SMILES: [CH2:40]([N+:41]([CH2:42][CH2:43][CH2:44][CH3:45])([CH2:46][CH2:47][CH2:48][CH3:49])[CH2:50][CH2:51][CH2:52][CH3:53])[CH2:54][CH2:55][CH3:56].[CH3:19][O:20][c:21]1[cH:22][c:23]([CH2:24][Cl:25])[cH:26][cH:27][cH:28]1.[CH3:1][CH:2]([C:3](=[O:4])[NH:5][c:6]1[cH:7][c:8]([CH:12]2[CH2:13][CH2:14][NH:15][CH2:16][CH2:17]2)[cH:9][cH:10][cH:11]1)[CH3:18].[CH:29]([N:30]([CH:31]([CH3:32])[CH3:33])[CH2:34][CH3:35])([CH3:36])[CH3:37].[Cl:57][CH:58]([Cl:59])[Cl:60].[I-:39].[NH3:38].[O:61]1[CH2:62][CH2:63][O:64][CH2:65][CH2:66]1>>[CH3:1][CH:2]([C:3](=[O:4])[NH:5][c:6]1[cH:7][c:8]([CH:12]2[CH2:13][CH2:14][N:15]([CH2:24][c:23]3[cH:22][c:21]([O:20][CH3:19])[cH:28][cH:27][cH:26]3)[CH2:16][CH2:17]2)[cH:9][cH:10][cH:11]1)[CH3:18]. Starting materials: CCCC[N+](CCCC)(CCCC)CCCC, COc1cccc(CCl)c1, CC(C)C(=O)Nc1cccc(C2CCNCC2)c1, CCN(C(C)C)C(C)C, ClC(Cl)Cl, [I-], N, C1COCCO1.